From a dataset of the Open Reaction Database (ORD), a public repository of structured organic reaction records. describe an organic reaction: reactants, conditions, products, and yield Reaction SMILES: [O:1]=[C:2]([C:12]1[CH:17]=[CH:16][CH:15]=[CH:14][CH:13]=1)[CH2:3]P(=O)(OCC)OCC.[H-].[Na+].[C:20]([O:24][C:25]([N:27]1[CH2:32][CH2:31][CH:30]([CH:33]=O)[CH2:29][CH2:28]1)=[O:26])([CH3:23])([CH3:22])[CH3:21]>C1COCC1>[C:20]([O:24][C:25]([N:27]1[CH2:32][CH2:31][CH:30]([CH:33]=[CH:3][C:2](=[O:1])[C:12]2[CH:13]=[CH:14][CH:15]=[CH:16][CH:17]=2)[CH2:29][CH2:28]1)=[O:26])([CH3:23])([CH3:21])[CH3:22] |f:1.2|. Yield: 76.8%. Yields the product C(C)(C)(C)OC(=O)N1CCC(CC1)C=CC(C1=CC=CC=C1)=O (1-(tert-butoxycarbonyl)-4-(3-oxo-3-phenylprop-1-enyl)piperidine). Reported procedure: Diethyl (2-oxo-2-phenylethyl)phosphonate (0.255 mL, 301 mg, 1.17 mmol) was added in one portion to a stirred suspension of sodium hydride (60% oil dispersion, 45 mg, 1.13 mmol) in THF (7 mL) at rt. After 15 min, a portion (1.8 mL) of the clear solution was removed and discarded, and the remainder cooled in an ice bath. 1-(tert-Butoxycarbonyl)-4-piperidinecarboxaldehyde (177 mg, 0.830 mmol, from Step B) was added in THF (1.0 mL) with additional THF (2×1.0 mL) for rinsing. After 16 h at rt, the mi... Conditions: time 15 minute. Reactants: O=C(CP(OCC)(OCC)=O)C1=CC=CC=C1 (Diethyl (2-oxo-2-phenylethyl)phosphonate), [H-].[Na+] (sodium hydride), C(C)(C)(C)OC(=O)N1CCC(CC1)C=O (1-(tert-Butoxycarbonyl)-4-piperidinecarboxaldehyde). Run in C1CCOC1 (THF), C1CCOC1 (THF), C1CCOC1 (THF). Reactants: FC=1C(NC(N([C@H]2[C@H](O)[C@H](O)[C@@H](CO)O2)C1)=O)=O (5-fluorouridine), COC1=CC=C(C(C2=CC=C(C=C2)OC)(C2=CC=CC=C2)Cl)C=C1 (4,4'-dimethoxy trityl chloride). The solvent is ClCCl (dichloromethane), N1=CC=CC=C1 (pyridine). Run at time 8 hour. Product: 4, 4'-dimethoxytrityl, FC=1C(NC(N([C@H]2C[C@H](O)[C@@H](CO)O2)C1)=O)=O (5-fluorodeoxyuridine). As a reaction SMILES: [F:1][C:2]1[C:3](=[O:18])[NH:4][C:5](=[O:17])[N:6]([CH:16]=1)[C@@H:7]1[O:15][C@H:12]([CH2:13][OH:14])[C@@H:10]([OH:11])[C@H:8]1O.COC1C=CC(C(Cl)(C2C=CC=CC=2)C2C=CC(OC)=CC=2)=CC=1>N1C=CC=CC=1.ClCCl>[F:1][C:2]1[C:3](=[O:18])[NH:4][C:5](=[O:17])[N:6]([CH:16]=1)[C@@H:7]1[O:15][C@H:12]([CH2:13][OH:14])[C@@H:10]([OH:11])[CH2:8]1. Procedure: 5.244 gms. (20 mMoles) of 5-fluorouridine is dissolved in 20 mL anhydrous pyridine and then dried under vacuum. This procedure is repeated at least one more time in order to make 5-fluorouridine devoid of moisture. The dried 5-fluorouridine is then dissolved in 20 mL of pyridine. 8.131 gms (24 mMoles, 1.2 eq.) of 4,4'-dimethoxy trityl chloride is added as solid in 4 fractions over a period of 2 hours. The reaction mixture is then stirred at room temperature overnight and is then diluted with 25 ... Run in O (water). Yield: 76.0%. Product: N1(CCCCCC1)N1C=2N(C(C3=CC=CC=C13)=O)CCN2 (10-(hexahydro-1H-azepin-1-yl)-2,10-dihydroimidazo[2,1-b]quinazolin-5(3H)-one). RXN SMILES: F[C:2]1[CH:16]=[CH:15][CH:14]=[CH:13][C:3]=1[C:4]([N:6]1[CH2:10][CH2:9][N:8]=[C:7]1SC)=[O:5].[NH2:17][N:18]1[CH2:24][CH2:23][CH2:22][CH2:21][CH2:20][CH2:19]1>O>[N:18]1([N:17]2[C:2]3[C:3](=[CH:13][CH:14]=[CH:15][CH:16]=3)[C:4](=[O:5])[N:6]3[CH2:10][CH2:9][N:8]=[C:7]23)[CH2:24][CH2:23][CH2:22][CH2:21][CH2:20][CH2:19]1. Starting materials: FC1=C(C(=O)N2C(=NCC2)SC)C=CC=C1 (1-(2-fluorobenzoyl)-2-methylthio-2-imidazoline), NN1CCCCCC1 (N-amino-homopiperidine). Procedure: A solution of 10.0 g (42.0 mmoles) of the product of Example 1 in 50 ml of N-amino-homopiperidine was heated at reflux for 10 minutes. Upon cooling, a white, crystalline solid formed. The mixture was diluted with water (100 ml) and the solid was collected, washed with water, and air-dried to give 9.03 g of 10-(hexahydro-1H-azepin-1-yl)-2,10-dihydroimidazo[2,1-b]quinazolin-5(3H)-one. Melting point 206°-208° C. Total yield 76%.